This data is from the Open Reaction Database (ORD), a public repository of structured organic reaction records. The task is: describe an organic reaction: reactants, conditions, products, and yield Starting materials: O1CCN(CC1)C1=CC=C(C=C1)C(C)(C#C)O (2-p-Morpholinophenylbut-3-yn-2-ol), CC1=CC=C(C2=CC=CC=C12)O (4-methyl-1-naphthol), O1CC=CC2=CC=C3C(=C12)C=CC=C3 (benzochromene). The solvent is C1(=CC=CC=C1)C (toluene). The product is CC1(C(C(=CC=C1)C)C1OC2=C3C(=CC=C2C=C1)C=CC=C3)N3CCOCC3 (2,6-Dimethyl-2-morpholinophenylbenzochromene). As a reaction SMILES: [O:1]1[CH2:6][CH2:5][N:4](C2C=CC(C(O)(C#C)C)=CC=2)[CH2:3][CH2:2]1.[CH3:18][C:19]1[C:28]2[C:23](=[CH:24]C=CC=2)[C:22](O)=[CH:21][CH:20]=1.[O:30]1[C:39]2[C:34](=[CH:35][CH:36]=[C:37]3[CH:43]=[CH:42][CH:41]=[CH:40][C:38]3=2)[CH:33]=[CH:32][CH2:31]1>C1(C)C=CC=CC=1>[CH3:24][C:23]1([N:4]2[CH2:5][CH2:6][O:1][CH2:2][CH2:3]2)[CH:22]=[CH:21][CH:20]=[C:19]([CH3:18])[CH:28]1[CH:31]1[CH:32]=[CH:33][C:34]2[C:39](=[C:38]3[CH:40]=[CH:41][CH:42]=[CH:43][C:37]3=[CH:36][CH:35]=2)[O:30]1. Procedure details: 2-p-Morpholinophenylpropargyl alcohol (3C) (8 g) and 4-methyl-1-naphthol (5 g) were dissolved in hot toluene (300 cm3) and the solution added to dry acidic alumina (200 g) in a flask fitted with a condenser. The mixture was heated (20 minutes) on a water bath, cooled and filtered. The residual alumina was extracted with chloroform (3×100 cm3). The combined organic filtrates and extracts were evaporated and the residual oil was purified by chromatography on acidic alumina (100 g) using a 1:20 mix... The solvent is C(C)(=O)O.O (acetic acid water). Starting materials: C1=C(C=CC2=CC(=CC=C12)C(=O)O)C(=O)O (2,6-naphthalenedicarboxylic acid). Product: CC1=CC2=CC=C(C=C2C=C1)C (2,6-dimethylnaphthalene). RXN SMILES: [CH:1]1[C:10]2[C:5](=[CH:6][C:7]([C:11](O)=O)=[CH:8][CH:9]=2)[CH:4]=[CH:3][C:2]=1[C:14](O)=O>C(O)(=O)C.O>[CH3:11][C:7]1[CH:8]=[CH:9][C:10]2[C:5](=[CH:4][CH:3]=[C:2]([CH3:14])[CH:1]=2)[CH:6]=1 |f:1.2|. Procedure: The crude 2,6-naphthalenedicarboxylic acid used for the following Examples was obtained by the liquid phase, air oxidation of 2,6-dimethylnaphthalene in acetic acid/water solvent catalyzed by cobalt II acetate, manganese II acetate and hydrogen bromide as the promoter.